This data is from the Open Reaction Database (ORD), a public repository of structured organic reaction records. The task is: describe an organic reaction: reactants, conditions, products, and yield The reactants are [OH-].[Li+] (lithium hydroxide), COC(C(C)(C)[C@@H]1CC[C@H](CC1)NC(C)=O)=O (trans-2-(4-acetylamino-cyclohexyl)-2-methyl-propionic acid methyl ester), Cl (HCl). Run in CO (methanol). Run at time 16 hour. The product is C(C)(=O)N[C@@H]1CC[C@H](CC1)C(C(=O)O)(C)C (trans-2-(4-Acetylamino-cyclohexyl)-2-methyl-propionic acid). As a reaction SMILES: C[O:2][C:3](=[O:17])[C:4]([C@H:7]1[CH2:12][CH2:11][C@H:10]([NH:13][C:14](=[O:16])[CH3:15])[CH2:9][CH2:8]1)([CH3:6])[CH3:5].[OH-].[Li+].Cl>CO>[C:14]([NH:13][C@H:10]1[CH2:11][CH2:12][C@H:7]([C:4]([CH3:6])([CH3:5])[C:3]([OH:17])=[O:2])[CH2:8][CH2:9]1)(=[O:16])[CH3:15] |f:1.2|. Procedure details: 0.200 g of trans-2-(4-acetylamino-cyclohexyl)-2-methyl-propionic acid methyl ester are dissolved in 4 ml of methanol. 4 ml of a 1M aqueous lithium hydroxide solution are added and the mixture is stirred for 16 hours at room temperature. The reaction mixture is neutralised with 1M HCl and extracted with ethyl acetate (3×50 ml)—the combined organic phases are concentrated by evaporation. The title compound is identified from the residue by means of flash chromatography (SiO2 60 F) based on its Rf ... The reactants are BrC1=CC=C(C=C1)C(C(=O)O)CC1CCN(CC1)C (2-(4-bromo-phenyl)-3-(1-methyl-piperidin-4-yl)-propionic acid), CO (MeOH). Run in O=S(Cl)Cl (SOCl2). Yields the product COC(C(CC1CCN(CC1)C)C1=CC=C(C=C1)Br)=O (2-(4-Bromo-phenyl)-3-(1-methyl-piperidin-4-yl)-propionic acid methyl ester). RXN SMILES: [Br:1][C:2]1[CH:7]=[CH:6][C:5]([CH:8]([CH2:12][CH:13]2[CH2:18][CH2:17][N:16]([CH3:19])[CH2:15][CH2:14]2)[C:9]([OH:11])=[O:10])=[CH:4][CH:3]=1.[CH3:20]O>O=S(Cl)Cl>[CH3:20][O:10][C:9](=[O:11])[CH:8]([C:5]1[CH:4]=[CH:3][C:2]([Br:1])=[CH:7][CH:6]=1)[CH2:12][CH:13]1[CH2:14][CH2:15][N:16]([CH3:19])[CH2:17][CH2:18]1. Procedure: To the solution of 2-(4-bromo-phenyl)-3-(1-methyl-piperidin-4-yl)-propionic acid in MeOH (60 mL), SOCl2 (2 mL) was added at 0 degrees Celsius, then the mixture refluxed for 5 h. After cooling, the solution was evaporated to dryness under reduced pressure, then EtOAc was added, the organic layer was washed with aq. NaHCO3, dried with MgSO4, and evaporated to give an oil. MS: calc'd 340 (MH+), exp 340 (MH+). Reactants: O=C1SC(=C(N1)CC(F)(F)F)C(=O)OCC1=CC=CC=C1 (Benzyl 2-oxo-4-(2,2,2-trifluoroethyl)-2,3-dihydro-1,3-thiazole-5-carboxylate). Reagents/catalysts: [Pd] (palladium on carbon). The solvent is C(C)O (ethanol). Yields the product O=C1SC(=C(N1)CC(F)(F)F)C(=O)O (2-Oxo-4-(2,2,2-trifluoroethyl)-2,3-dihydro-1,3-thiazole-5-carboxylic acid). Isolated yield 34.9%. RXN SMILES: [O:1]=[C:2]1[NH:6][C:5]([CH2:7][C:8]([F:11])([F:10])[F:9])=[C:4]([C:12]([O:14]CC2C=CC=CC=2)=[O:13])[S:3]1>C(O)C.[Pd]>[O:1]=[C:2]1[NH:6][C:5]([CH2:7][C:8]([F:11])([F:9])[F:10])=[C:4]([C:12]([OH:14])=[O:13])[S:3]1. Reported procedure: Benzyl 2-oxo-4-(2,2,2-trifluoroethyl)-2,3-dihydro-1,3-thiazole-5-carboxylate (0.6 g) in ethanol was treated with 5% palladium on carbon and hydrogenated at 3 bar for 8 days. After filtration, the solvent was evaporated to yield the title compound as a colourless oil (0.15 g). Starting materials: BrC=1C=NC(=NC1)C=1C=CC(NN1)=O (6-(5-bromopyrimidin-2-yl)pyridazin-3(2H)-one), C([O-])([O-])=O.[K+].[K+] (potassium carbonate), CN(C)C=O (DMF), 1, CS(=O)(=O)OCC#CCCCCCCC (dec-2-ynyl methanesulfonate). The solvent is O (water). Conditions: time 30 minute. The product is BrC=1C=NC(=NC1)C=1C=CC(N(N1)CC#CCCCCCCC)=O (6-(5-bromopyrimidin-2-yl)-2-dec-2-ynylpyridazin-3(2H)-one). Yield: 12843.9%. As a reaction SMILES: [Br:1][C:2]1[CH:3]=[N:4][C:5]([C:8]2[CH:9]=[CH:10][C:11](=[O:14])[NH:12][N:13]=2)=[N:6][CH:7]=1.C(=O)([O-])[O-].[K+].[K+].CN(C=O)C.CS(O[CH2:31][C:32]#[C:33][CH2:34][CH2:35][CH2:36][CH2:37][CH2:38][CH2:39][CH3:40])(=O)=O>O>[Br:1][C:2]1[CH:7]=[N:6][C:5]([C:8]2[CH:9]=[CH:10][C:11](=[O:14])[N:12]([CH2:31][C:32]#[C:33][CH2:34][CH2:35][CH2:36][CH2:37][CH2:38][CH2:39][CH3:40])[N:13]=2)=[N:4][CH:3]=1 |f:1.2.3|. Procedure: To a 20 mL 1 neck flask equipped with magnetic stirrer, and nitrogen inlet was charged 30 milligrams (mg) of 6-(5-bromopyrimidin-2-yl)pyridazin-3(2H)-one (0.12 mmol), 33 mg of potassium carbonate (0.24 mmol), and 5 mL of dry DMF. The reaction mixture was stirred for about 30 minutes at ambient temperature followed by the addition of 100 mg of dec-2-ynyl methanesulfonate (0.43 mmol) in one portion. The reaction was stirred overnight at ambient temperature. The reaction was poured into about 10 mL... The reactants are CN(C1CNCC1)C ((rac)-3-(Dimethylamino)pyrrolidine), ClC=1C=CN2C(C3=C(C(=C2C1)CC)SNC3=O)=O (7-Chloro-9-ethyl-1-thia-2,4a-diazacyclopenta[b]naphthalene-3,4-dione). The solvent is CS(=O)C (dimethyl sulfoxide). The product is CN(C1CN(CC1)C=1C=CN2C(C3=C(C(=C2C1)CC)SNC3=O)=O)C (8-(3-(dimethylamino)pyrrolidin-1-yl)-10-ethyl-2H-isothiazolo[5,4-b]quinolizine-3,4-dione). Reaction SMILES: [CH3:1][N:2]([CH3:8])[CH:3]1[CH2:7][CH2:6][NH:5][CH2:4]1.Cl[C:10]1[CH:11]=[CH:12][N:13]2[C:18]([CH:19]=1)=[C:17]([CH2:20][CH3:21])[C:16]1[S:22][NH:23][C:24](=[O:25])[C:15]=1[C:14]2=[O:26]>CS(C)=O>[CH3:1][N:2]([CH3:8])[CH:3]1[CH2:7][CH2:6][N:5]([C:10]2[CH:11]=[CH:12][N:13]3[C:18]([CH:19]=2)=[C:17]([CH2:20][CH3:21])[C:16]2[S:22][NH:23][C:24](=[O:25])[C:15]=2[C:14]3=[O:26])[CH2:4]1. Procedure: (rac)-3-(Dimethylamino)pyrrolidine (30.0 μL, 0.239 mmol) is added to a yellow solution of 6 (11.4 mg, 0.041 mmol) in dimethyl sulfoxide (0.6 ml) at room temperature to give immediately an orange mixture. This mixture is irradiated in a microwave for 5 min. (120° C.; 300 W) to give an orange solution. The solution is evaporated under reduced pressure (˜1 mm Hg, 60° C.), and the remaining orange solid is washed with diethyl ether (3×15 mL) and water (3×15 mL). Subsequent drying in vacuo yields 7 a... Starting materials: [Al+3], BrBr, CC(C)=O, [Cl-], [Cl-], [Cl-], CC(=O)c1ccc(Cl)cc1Cl. Yields the product O=C(CBr)c1ccc(Cl)cc1Cl. RXN SMILES: [Al+3:13].[Br:16][Br:17].[CH3:18][C:19](=[O:20])[CH3:21].[Cl-:12].[Cl-:14].[Cl-:15].[Cl:1][c:2]1[c:3]([C:9]([CH3:10])=[O:11])[cH:4][cH:5][c:6]([Cl:8])[cH:7]1>>[Cl:1][c:2]1[c:3]([C:9]([CH2:10][Br:16])=[O:11])[cH:4][cH:5][c:6]([Cl:8])[cH:7]1. Run in C1CCOC1 (THF), C(C)N(CC)CC (triethylamine), C1CCOC1.CO (THF MeOH), [OH-].[Na+] (NaOH). Yields the product BrC=1C=C2C=CC(=C(C2=CC1)C(=O)NC)O (6-Bromo-2-hydroxy-N-methyl-1-naphthamide). Procedure details: To a ice-cooled solution of 6-Bromo-2-hydroxy-1-naphthoic acid (10.0 g) and triethylamine (26.1 mL) in anhydrous THF (300 mL) was added dropwise methanesulfonyl chloride (7.0 mL), and the mixture was stirred for 90 min at room temperature. A solution of methylamine (2M in THF; 60 mL) was added, and the reaction mixture was further stirred for overnight at room temperature. The mixture was acidified with conc. HCl and extracted with ethyl acetate. The combined organic layer was washed with brine,... As a reaction SMILES: [Br:1][C:2]1[CH:3]=[C:4]2[C:9](=[CH:10][CH:11]=1)[C:8]([C:12](O)=[O:13])=[C:7]([OH:15])[CH:6]=[CH:5]2.CS(Cl)(=O)=O.[CH3:21][NH2:22].Cl>C1COCC1.C1COCC1.CO.[OH-].[Na+].C(N(CC)CC)C>[Br:1][C:2]1[CH:3]=[C:4]2[C:9](=[CH:10][CH:11]=1)[C:8]([C:12]([NH:22][CH3:21])=[O:13])=[C:7]([OH:15])[CH:6]=[CH:5]2 |f:5.6,7.8|. Run at time 90 minute. The reactants are Cl (HCl), ice, BrC=1C=C2C=CC(=C(C2=CC1)C(=O)O)O (6-Bromo-2-hydroxy-1-naphthoic acid), CN (methylamine), CS(=O)(=O)Cl (methanesulfonyl chloride), Cl (HCl). Reactants: C(C)(C)(C)N1N=CC(=C(C1=O)Cl)Cl (2-tert-butyl-4,5-dichloro-3(2H)-pyridazinone), C([O-])([O-])=O.[Cs+].[Cs+] (cesium carbonate), [Si](C)(C)(C(C)(C)C)OCC(C1=CC=C(C=C1)C(C)(C)C)O (1-tert-butyldimethylsilyloxy 2-hydroxy 2-(4-tertbutylphenyl)ethane). Run in C(C)(=O)OCC (ethyl acetate). Conditions: temperature 70 celsius, time 2 hour. The product is C(C)(C)(C)N1N=CC(=C(C1=O)Cl)OC(CO[Si](C)(C)C(C)(C)C)C1=CC=C(C=C1)C(C)(C)C (2-tert-butyl-4-chloro-5-(2-tert-butyldimethylsilyloxy-1-(4-tert-butylphenyl)-1-ethyl)oxy-3(2H)-pyridazinone). Reaction SMILES: [C:1]([N:5]1[C:10](=[O:11])[C:9]([Cl:12])=[C:8](Cl)[CH:7]=[N:6]1)([CH3:4])([CH3:3])[CH3:2].C(=O)([O-])[O-].[Cs+].[Cs+].[Si:20]([O:27][CH2:28][CH:29]([OH:40])[C:30]1[CH:35]=[CH:34][C:33]([C:36]([CH3:39])([CH3:38])[CH3:37])=[CH:32][CH:31]=1)([C:23]([CH3:26])([CH3:25])[CH3:24])([CH3:22])[CH3:21]>C(OCC)(=O)C>[C:1]([N:5]1[C:10](=[O:11])[C:9]([Cl:12])=[C:8]([O:40][CH:29]([C:30]2[CH:31]=[CH:32][C:33]([C:36]([CH3:39])([CH3:38])[CH3:37])=[CH:34][CH:35]=2)[CH2:28][O:27][Si:20]([C:23]([CH3:26])([CH3:25])[CH3:24])([CH3:21])[CH3:22])[CH:7]=[N:6]1)([CH3:4])([CH3:3])[CH3:2] |f:1.2.3|. Procedure details: To a solution of 2-tert-butyl-4,5-dichloro-3(2H)-pyridazinone (0.5 g, 2.27 mmol) in DMP (10 ml) were added anhydrous cesium carbonate (0.74 g, 2.27 mmol) and 1-tert-butyldimethylsilyloxy 2-hydroxy 2-(4-tertbutylphenyl)ethane (0.7 g, 2.27 mmol). The mixture is stirred for 2 hours at 70° C. and then cooled to room temperature and ethyl acetate is added to it. The solution is then washed with water, dried and concentrated and the residue subjected to purification by flash chromatography (silica gel... Starting materials: O (H2O), CCOC(=O)C (EtOAc), C1CCOC1 (THF), C1CCOC1 (THF), [NH4+].[Cl-] (NH4Cl), CCOC(=O)C (EtOAc), C(C1=CC=CC=C1)OC1=C(C=O)C(=C(C(=C1C)C)OCC1=CC=CC=C1)C (2,5-Bis(benzyloxy)-3,4,6-trimethylbenzaldehyde), C1CCOC1 (THF). Reaction conditions: temperature 0 celsius, time 15 minute. Yields the product C(C1=CC=CC=C1)OC1=C(C(=C(C(=C1C)C)OCC1=CC=CC=C1)C)C(CC=C)O (1-(2,5-bis(benzyloxy)-3,4,6-trimethylphenyl)but-3-en-1-ol). Reaction SMILES: [CH2:1]([O:8][C:9]1[C:16]([CH3:17])=[C:15]([CH3:18])[C:14]([O:19][CH2:20][C:21]2[CH:26]=[CH:25][CH:24]=[CH:23][CH:22]=2)=[C:13]([CH3:27])[C:10]=1[CH:11]=[O:12])[C:2]1[CH:7]=[CH:6][CH:5]=[CH:4][CH:3]=1.[NH4+].[Cl-].CCOC(C)=O.O.[CH2:37]1[CH2:41]OC[CH2:38]1>>[CH2:1]([O:8][C:9]1[C:16]([CH3:17])=[C:15]([CH3:18])[C:14]([O:19][CH2:20][C:21]2[CH:26]=[CH:25][CH:24]=[CH:23][CH:22]=2)=[C:13]([CH3:27])[C:10]=1[CH:11]([OH:12])[CH2:41][CH:37]=[CH2:38])[C:2]1[CH:3]=[CH:4][CH:5]=[CH:6][CH:7]=1 |f:1.2|. Reported procedure: 2,5-Bis(benzyloxy)-3,4,6-trimethylbenzaldehyde (3.90 g, 12.16 mmol) was dissolved into 50 mL THF and cooled to 0° C. prior to the addition of 15 mL allyl Grignard (1.0 M in THF, 15 mmol). The pale yellow solution browned over the course of the addition. After 15 minutes at 0° C. the reaction was not complete by HPLC and an additional portion of allyl Grignard (3 mL, 1.0 M in THF, 3 mmol) was added and stirred for 0.6 h at which time the reaction was judged complete by HPLC. The reaction was trea... Reactants: ON\C(\C1=CN=C(C=C1)C(F)(F)F)=N/[H] ((Z)—N-hydroxy-6-(trifluoromethyl)nicotinimidamide), O=C1N(CCCC1(C1=CC=CC=C1)C1=CC=CC=C1)CC(=O)O (2-(2-oxo-3,3-diphenylpiperidin-1-yl)acetic acid), Cl.C(C)N=C=NCCCN(C)C (N1-((ethylimino)methylene)-N3,N3-dimethylpropane-1,3-diamine hydrochloride). Solvent: ClC(C)Cl (dichloroethane). Run at temperature 85 celsius, time 8 hour. Yields the product C1(=CC=CC=C1)C1(C(N(CCC1)CC1=NC(=NO1)C=1C=NC(=CC1)C(F)(F)F)=O)C1=CC=CC=C1 (3,3-diphenyl-1-({3-[6-(trifluoromethyl)pyridin-3-yl]-1,2,4-oxadiazol-5-yl}methyl)piperidin-2-one). As a reaction SMILES: [OH:1][NH:2]/[C:3](=[N:14]\[H])/[C:4]1[CH:9]=[CH:8][C:7]([C:10]([F:13])([F:12])[F:11])=[N:6][CH:5]=1.[O:16]=[C:17]1[C:22]([C:29]2[CH:34]=[CH:33][CH:32]=[CH:31][CH:30]=2)([C:23]2[CH:28]=[CH:27][CH:26]=[CH:25][CH:24]=2)[CH2:21][CH2:20][CH2:19][N:18]1[CH2:35][C:36](O)=O.Cl.C(N=C=NCCCN(C)C)C>ClC(Cl)C>[C:29]1([C:22]2([C:23]3[CH:24]=[CH:25][CH:26]=[CH:27][CH:28]=3)[CH2:21][CH2:20][CH2:19][N:18]([CH2:35][C:36]3[O:1][N:2]=[C:3]([C:4]4[CH:5]=[N:6][C:7]([C:10]([F:13])([F:12])[F:11])=[CH:8][CH:9]=4)[N:14]=3)[C:17]2=[O:16])[CH:34]=[CH:33][CH:32]=[CH:31][CH:30]=1 |f:2.3|. Procedure details: A solution of (Z)—N-hydroxy-6-(trifluoromethyl)nicotinimidamide (0.146 g, 0.711 mmol), 2-(2-oxo-3,3-diphenylpiperidin-1-yl)acetic acid (0.200 g, 0.646 mmol; Example 68E) and N1-((ethylimino)methylene)-N3,N3-dimethylpropane-1,3-diamine hydrochloride (0.161 g, 0.840 mmol) were stirred together in dichloroethane (0.5 mL) at room temperature for 3 hours. The reaction was then heated to 85° C. and stirred overnight. The reaction was cooled, loaded onto a SF15-12 column (Analogix®) and the product elu...